From a dataset of the Open Reaction Database (ORD), a public repository of structured organic reaction records. describe an organic reaction: reactants, conditions, products, and yield Reactants: ClC=1C=C(C=CC1)B(O)O (3-chlorophenylboronic acid), N(CCO)CCO (diethanolamin). The product is ClC=1C=C(C=CC1)B1OCCNCCO1 (2-(3-Chlorophenyl)-[1,3,6,2]dioxazaborocane). The yield is 79.0%. As a reaction SMILES: [Cl:1][C:2]1[CH:3]=[C:4]([B:8]([OH:10])[OH:9])[CH:5]=[CH:6][CH:7]=1.[NH:11]([CH2:15][CH2:16]O)[CH2:12][CH2:13]O>>[Cl:1][C:2]1[CH:3]=[C:4]([B:8]2[O:10][CH2:16][CH2:15][NH:11][CH2:12][CH2:13][O:9]2)[CH:5]=[CH:6][CH:7]=1. Procedure details: The title compound (79%, crystals) was prepared from 3-chlorophenylboronic acid and diethanolamin. Reactants: O=C([O-])[O-], OCc1cnc(S)n1CC1CC1, [K+], [K+], O=N[O-], [Na+], O, O=[N+]([O-])O. The product is OCc1cncn1CC1CC1. Reaction SMILES: [C:21](=[O:22])([O-:23])[O-:24].[CH:9]1([CH2:12][n:13]2[c:14]([SH:20])[n:15][cH:16][c:17]2[CH2:18][OH:19])[CH2:10][CH2:11]1.[K+:25].[K+:26].[N:5]([O-:6])=[O:7].[Na+:8].[OH2:27].[OH:1][N+:2](=[O:3])[O-:4]>>[CH:9]1([CH2:12][n:13]2[cH:14][n:15][cH:16][c:17]2[CH2:18][OH:19])[CH2:10][CH2:11]1. Reactants: ClCC(=O)NOC (Methyl chloroacetohydroxamate), CC(C)([O-])C.[K+] (Potassium tert-butoxide), O1C(=CC=C1)/C(/C(=O)O)=N/O (Z-2-(fur-2-yl)-2-hydroxyiminoacetic acid), [Cl-].[Na+] (sodium chloride). Solvent: CS(=O)C (dimethylsulphoxide), O (water), CS(=O)C (dimethylsulphoxide). Conditions: time 1 hour. Product: O1C(=CC=C1)/C(/C(=O)O)=N/OCC(NOC)=O (Z-2-(Fur-2-yl)-2-(methoxycarbamoylmethoxyimino)acetic acid). As a reaction SMILES: CC(C)([O-])C.[K+].[O:7]1[CH:11]=[CH:10][CH:9]=[C:8]1/[C:12](=[N:16]/[OH:17])/[C:13]([OH:15])=[O:14].Cl[CH2:19][C:20]([NH:22][O:23][CH3:24])=[O:21].[Cl-].[Na+]>CS(C)=O.O>[O:7]1[CH:11]=[CH:10][CH:9]=[C:8]1/[C:12](=[N:16]/[O:17][CH2:19][C:20](=[O:21])[NH:22][O:23][CH3:24])/[C:13]([OH:15])=[O:14] |f:0.1,4.5|. Procedure: Potassium tert-butoxide (6.73 g) was stirred in dry dimethylsulphoxide (30 ml), then Z-2-(fur-2-yl)-2-hydroxyiminoacetic acid (3.11 g) was added to the suspension, which was cooled in an ice-bath, and the mixture was stirred for 1 hr. Methyl chloroacetohydroxamate (2.35 g) in dimethylsulphoxide (2 ml) was added dropwise. The mixture was stirred for 2 hr at room temperature and the resulting solution was poured into ice and water (125 ml). The pH was adjusted to 1 and the solution was saturated w... The reactants are CC(=O)OC(C)=O, O, CC(=O)C1CCC2C3CCC4CC(O)C(Br)CC4(C)C3CCC12C, c1ccncc1. The product is CC(=O)OC1CC2CCC3C(CCC4(C)C(C(C)=O)CCC34)C2(C)CC1Br. Reaction SMILES: [CH3:25][C:26](=[O:27])[O:28][C:29](=[O:30])[CH3:31].[OH2:32].[OH:1][CH:2]1[CH2:3][CH:4]2[CH2:5][CH2:6][CH:7]3[CH:8]4[CH2:9][CH2:10][CH:11]([C:12]([CH3:13])=[O:14])[C:15]4([CH3:24])[CH2:16][CH2:17][CH:18]3[C:19]2([CH3:23])[CH2:20][CH:21]1[Br:22].[cH:33]1[cH:34][cH:35][n:36][cH:37][cH:38]1>>[O:1]([CH:2]1[CH2:3][CH:4]2[CH2:5][CH2:6][CH:7]3[CH:8]4[CH2:9][CH2:10][CH:11]([C:12]([CH3:13])=[O:14])[C:15]4([CH3:24])[CH2:16][CH2:17][CH:18]3[C:19]2([CH3:23])[CH2:20][CH:21]1[Br:22])[C:26]([CH3:25])=[O:27]. The reactants are CC1=NC=2N(C(=C1CO)C1=CC=C(C=C1)C)N=C(C2)C2=CC=CC=C2 ((5-methyl-2-phenyl-7-p-tolylpyrazolo[1,5-a]pyrimidin-6-yl)methanol), C=1C=C[NH+]=CC1.[O-][Cr](=O)(=O)Cl (PCC). The solvent is C(Cl)Cl (CH2Cl2). Run at time 16 hour. Product: CC1=NC=2N(C(=C1C=O)C1=CC=C(C=C1)C)N=C(C2)C2=CC=CC=C2 (5-Methyl-2-phenyl-7-p-tolylpyrazolo[1,5-a]pyrimidine-6-carbaldehyde). The yield is 82.4%. As a reaction SMILES: [CH3:1][C:2]1[C:7]([CH2:8][OH:9])=[C:6]([C:10]2[CH:15]=[CH:14][C:13]([CH3:16])=[CH:12][CH:11]=2)[N:5]2[N:17]=[C:18]([C:20]3[CH:25]=[CH:24][CH:23]=[CH:22][CH:21]=3)[CH:19]=[C:4]2[N:3]=1.C1C=C[NH+]=CC=1.[O-][Cr](Cl)(=O)=O>C(Cl)Cl>[CH3:1][C:2]1[C:7]([CH:8]=[O:9])=[C:6]([C:10]2[CH:11]=[CH:12][C:13]([CH3:16])=[CH:14][CH:15]=2)[N:5]2[N:17]=[C:18]([C:20]3[CH:25]=[CH:24][CH:23]=[CH:22][CH:21]=3)[CH:19]=[C:4]2[N:3]=1 |f:1.2|. Procedure details: To a stirred solution of (5-methyl-2-phenyl-7-p-tolylpyrazolo[1,5-a]pyrimidin-6-yl)methanol (100 mg, 0.304 mmol) in CH2Cl2 (8 mL) was added PCC (98 mg, 0.455 mmol). The reaction mixture was stirred at room temperature for 16 h. The solvent was evaporated and the residue was purified by silica gel chromatography to give the title compound (82 mg, 83%). 1H-NMR (500 MHz, CDCl3) δ ppm 2.52 (3H, s), 2.89 (3H, s), 6.98 (1H, s), 7.33-7.50 (5H, m), 7.60 (2H, d, J=7.9 Hz), 7.91 (2H, dd, J=8.1, 1.4 Hz), 9... Starting materials: solution, [OH-].[Na+] (sodium hydroxide), N1C=CC2=CC=CC=C12 (indole), [OH-].C(CCC)[N+](CCCC)(CCCC)CCCC (tetrabutylammonium hydroxide), C(C)(=O)N1CC2=CC(=CC=C2CC1)S(=O)(=O)Cl (2-acetyl-1,2,3,4-tetrahydroisoquinoline-7-sulfonyl chloride). Solvent: O1CCCC1 (tetrahydrofuran), O1CCCC1 (tetrahydrofuran). Reaction conditions: time 5 minute. The product is N1(C=CC2=CC=CC=C12)S(=O)(=O)C1=CC=C2CCN(CC2=C1)C(C)=O (1-[7-(Indole-1-sulfonyl)-3,4-dihydro-1H-isoquinolin-2-yl]-ethanone). Isolated yield 72.0%. RXN SMILES: [OH-].[Na+].[NH:3]1[C:11]2[C:6](=[CH:7][CH:8]=[CH:9][CH:10]=2)[CH:5]=[CH:4]1.[OH-].C([N+](CCCC)(CCCC)CCCC)CCC.[C:30]([N:33]1[CH2:42][CH2:41][C:40]2[C:35](=[CH:36][C:37]([S:43](Cl)(=[O:45])=[O:44])=[CH:38][CH:39]=2)[CH2:34]1)(=[O:32])[CH3:31]>O1CCCC1>[N:3]1([S:43]([C:37]2[CH:36]=[C:35]3[C:40]([CH2:41][CH2:42][N:33]([C:30](=[O:32])[CH3:31])[CH2:34]3)=[CH:39][CH:38]=2)(=[O:44])=[O:45])[C:11]2[C:6](=[CH:7][CH:8]=[CH:9][CH:10]=2)[CH:5]=[CH:4]1 |f:0.1,3.4|. Procedure details: A 50% solution of sodium hydroxide (100 ml) was added to a vigorously stirred solution of indole (5.8 g, 50 mmol) and tetrabutylammonium hydroxide (40% by weight solution, 2 ml, 3.1 mmol) in tetrahydrofuran (100 ml). After 5 minutes, a solution of 2-acetyl-1,2,3,4-tetrahydroisoquinoline-7-sulfonyl chloride (R. G. Pendleton et al., J. Pharmacol. Exp. Ther., 1979, 208, 24; U.S. Pat. No. 3,725,388 (1973)) (13.7 g, 50 mmol) in tetrahydrofuran (50 ml) was added over 10 minutes and the resulting mixtu... Reactants: BrC1=C(C(=O)O)C=CC(=C1)C (2-Bromo-4-methylbenzoic acid), BrN1C(CCC1=O)=O (N-Bromosuccinimide), CC(C)(C#N)N=NC(C)(C)C#N (AIBN). Run in ClCCCl (1,2-dichloroethane). Run at time 1 hour. Product: BrC1=C(C(=O)O)C=CC(=C1)CBr (2-bromo-4-(bromomethyl)benzoic acid). The yield is 51.9%. As a reaction SMILES: [Br:1][C:2]1[CH:10]=[C:9]([CH3:11])[CH:8]=[CH:7][C:3]=1[C:4]([OH:6])=[O:5].[Br:12]N1C(=O)CCC1=O.CC(N=NC(C#N)(C)C)(C#N)C>ClCCCl>[Br:1][C:2]1[CH:10]=[C:9]([CH2:11][Br:12])[CH:8]=[CH:7][C:3]=1[C:4]([OH:6])=[O:5]. Procedure details: 2-Bromo-4-methylbenzoic acid (33.5 g, 156 mmol, 1 eq) and N-Bromosuccinimide (40.7 g, 233 mmol, 1.5 eq) were dissolved in refluxing 1,2-dichloroethane (600 ml) and a catalytic amount of AIBN was added. The mixture was left stirring under a lamp and under nitrogen for 1 hour. The solvent was removed and the mixture was partitioned between 600 ml of water and 600 ml EtOAc. The organic layer was washed twice with water (600 ml), washed once with brine (600 ml) and then dried with sodium sulfate. Th... Starting materials: [BH4-], [Na+], [Na+], [OH-], O=C(NC1CCCC(O)C1O)c1ccncc1Nc1ccc(I)cc1F, Cl[Pd]Cl. Product: O=C(NC1CCCC(O)C1O)c1ccncc1Nc1ccccc1F. Reaction SMILES: [BH4-:27].[Na+:28].[Na+:30].[OH-:29].[OH:1][CH:2]1[CH:3]([NH:9][C:10]([c:11]2[c:12]([NH:17][c:18]3[c:19]([F:25])[cH:20][c:21]([I:24])[cH:22][cH:23]3)[cH:13][n:14][cH:15][cH:16]2)=[O:26])[CH2:4][CH2:5][CH2:6][CH:7]1[OH:8].[Pd:31]([Cl:32])[Cl:33]>>[OH:1][CH:2]1[CH:3]([NH:9][C:10]([c:11]2[c:12]([NH:17][c:18]3[c:19]([F:25])[cH:20][cH:21][cH:22][cH:23]3)[cH:13][n:14][cH:15][cH:16]2)=[O:26])[CH2:4][CH2:5][CH2:6][CH:7]1[OH:8]. The reactants are C(C)(=O)O[C@H]1[C@@H](O[C@@H]([C@H]([C@@H]1OC(C)=O)OC(C)=O)COC(C)=O)OC1=NNC(=C1CC1=C(C=C(C=C1)OCCC(=O)O)C)C(C)C (3-(2,3,4,6-tetra-O-acetyl-β-D-glucopyranosyloxy)-4-{[4-(2-carboxyethoxy)-2-methyl-phenyl]methyl}-5-isopropyl-1H-pyrazole), Cl.NCCCC[C@@H](C(=O)N)NC(=O)OCC1=CC=CC=C1 ((S)-6-amino-2-(benzyloxycarbonylamino)hexanamide hydrochloride), C(C1=CC=CC=C1)N1CCNCC1 (1-benzyl-piperazine). Yields the product N[C@@H](CCCCNC(=O)CCOC1=CC(=C(C=C1)CC=1C(=NNC1C(C)C)O[C@H]1[C@H](O)[C@@H](O)[C@H](O)[C@H](O1)CO)C)C(N)=O (4-[(4-{2-[(S)-5-Amino-5-(carbamoyl)pentylcarbamoyl]ethoxy}-2-methylphenyl)methyl]-3-(β-D-glucopyranosyloxy)-5-isopropyl-1H-pyrazole). RXN SMILES: C([O:4][C@@H:5]1[C@@H:10]([O:11]C(=O)C)[C@H:9]([O:15]C(=O)C)[C@@H:8]([CH2:19][O:20]C(=O)C)[O:7][C@H:6]1[O:24][C:25]1[C:29]([CH2:30][C:31]2[CH:36]=[CH:35][C:34]([O:37][CH2:38][CH2:39][C:40]([OH:42])=O)=[CH:33][C:32]=2[CH3:43])=[C:28]([CH:44]([CH3:46])[CH3:45])[NH:27][N:26]=1)(=O)C.Cl.[NH2:48][CH2:49][CH2:50][CH2:51][CH2:52][C@H:53]([NH:57]C(OCC1C=CC=CC=1)=O)[C:54]([NH2:56])=[O:55].C(N1CCNCC1)C1C=CC=CC=1>>[NH2:57][C@H:53]([C:54](=[O:55])[NH2:56])[CH2:52][CH2:51][CH2:50][CH2:49][NH:48][C:40]([CH2:39][CH2:38][O:37][C:34]1[CH:35]=[CH:36][C:31]([CH2:30][C:29]2[C:25]([O:24][C@@H:6]3[O:7][C@H:8]([CH2:19][OH:20])[C@@H:9]([OH:15])[C@H:10]([OH:11])[C@H:5]3[OH:4])=[N:26][NH:27][C:28]=2[CH:44]([CH3:46])[CH3:45])=[C:32]([CH3:43])[CH:33]=1)=[O:42] |f:1.2|. Reported procedure: The title compound was prepared in a similar manner to that described in Example 99 using 3-(2,3,4,6-tetra-O-acetyl-β-D-glucopyranosyloxy)-4-{[4-(2-carboxyethoxy)-2-methyl-phenyl]methyl}-5-isopropyl-1H-pyrazole and (S)-6-amino-2-(benzyloxycarbonylamino)hexanamide hydrochloride instead of 3-(2,3,4,6-tetra-O-acetyl-β-D-glucopyranosyloxy)-4-[(4-{2-[1-carboxy-1-(methyl)ethylcarbamoyl]ethoxy}-2-methyl-phenyl)methyl]-5-isopropyl-1H-pyrazole and 1-benzyl-piperazine, respectively.